This data is from the Open Reaction Database (ORD), a public repository of structured organic reaction records. The task is: describe an organic reaction: reactants, conditions, products, and yield The reactants are C1CCOC1, CC(C)=O, CC(C)[Mg+], [Cl-], COC(=O)c1ccc(I)cc1. Yields the product COC(=O)c1ccc(C(C)(C)O)cc1. Reaction SMILES: [CH2:21]1[O:22][CH2:23][CH2:24][CH2:25]1.[CH3:17][C:18]([CH3:19])=[O:20].[CH:2]([Mg+:3])([CH3:4])[CH3:5].[Cl-:1].[I:6][c:7]1[cH:8][cH:9][c:10]([C:11](=[O:12])[O:13][CH3:14])[cH:15][cH:16]1>>[c:7]1([C:18]([CH3:17])([CH3:19])[OH:20])[cH:8][cH:9][c:10]([C:11](=[O:12])[O:13][CH3:14])[cH:15][cH:16]1. The reactants are COC(C(C)(C)N1CC(C1)C1=CC2=C(C=3N=C(SC3CCO2)C=2N(N=CN2)C(C)C)C=C1)=O (2-{3-[2-(2-isopropyl-2H-[1,2,4]triazol-3-yl)-4,5-dihydro-6-oxa-3-thia-1-aza-benzo[e]azulen-8-yl]-azetidin-1-yl}-2-methyl-propionic acid methyl ester), solution, [H-].[H-].[H-].[H-].[Li+].[Al+3] (LiAlH4). The solvent is C1CCOC1 (THF), C1CCOC1 (THF). Run at time 15 minute. Product: C(C)(C)N1N=CN=C1C=1SC=2CCOC3=C(C2N1)C=CC(=C3)C3CN(C3)C(CO)(C)C (2-{3-[2-(2-Isopropyl-2H-[1,2,4]triazol-3-yl)-4,5-dihydro-6-oxa-3-thia-1-aza-benzo[e]azulen-8-yl]-azetidin-1-yl}-2-methyl-propan-1-ol). The yield is 104.2%. Reaction SMILES: C[O:2][C:3](=O)[C:4]([N:7]1[CH2:10][CH:9]([C:11]2[CH:32]=[CH:31][C:14]3[C:15]4[N:16]=[C:17]([C:23]5[N:24]([CH:28]([CH3:30])[CH3:29])[N:25]=[CH:26][N:27]=5)[S:18][C:19]=4[CH2:20][CH2:21][O:22][C:13]=3[CH:12]=2)[CH2:8]1)([CH3:6])[CH3:5].[H-].[H-].[H-].[H-].[Li+].[Al+3]>C1COCC1>[CH:28]([N:24]1[C:23]([C:17]2[S:18][C:19]3[CH2:20][CH2:21][O:22][C:13]4[CH:12]=[C:11]([CH:9]5[CH2:8][N:7]([C:4]([CH3:6])([CH3:5])[CH2:3][OH:2])[CH2:10]5)[CH:32]=[CH:31][C:14]=4[C:15]=3[N:16]=2)=[N:27][CH:26]=[N:25]1)([CH3:30])[CH3:29] |f:1.2.3.4.5.6|. Reported procedure: A solution of 2-{3-[2-(2-isopropyl-2H-[1,2,4]triazol-3-yl)-4,5-dihydro-6-oxa-3-thia-1-aza-benzo[e]azulen-8-yl]-azetidin-1-yl}-2-methyl-propionic acid methyl ester (147 mg, 0.31 mmol) in anhydrous THF (5 mL) at 0° C. under nitrogen was treated dropwise with a 1M solution of LiAlH4 in THF (0.47 mL, 0.47 mmol) and the mixture was stirred for 15 minutes then allowed to warm to RT. After 1.5 hours the mixture was cooled to 0° C. and quenched by cautious addition of water. EtOAc was added and the orga... Reactants: OC1=C(C=C(C(=O)OC)C=C1)C1CCCC1 (methyl 4-hydroxy-3-cyclopentylbenzoate), N1C=NC=C1 (imidazole), [Si](C)(C)(C(C)(C)C)Cl (tert-butyldimethylsilyl chloride). The solvent is CN(C)C=O (DMF). Reaction conditions: time 24 hour. Product: [Si](C)(C)(C(C)(C)C)OC1=C(C=C(C(=O)OC)C=C1)C1CCCC1 (methyl 4-((tert-butyldimethylsilyl)oxy)-3-cyclopentylbenzoate). Yield: 89.4%. As a reaction SMILES: [OH:1][C:2]1[CH:11]=[CH:10][C:5]([C:6]([O:8][CH3:9])=[O:7])=[CH:4][C:3]=1[CH:12]1[CH2:16][CH2:15][CH2:14][CH2:13]1.N1C=CN=C1.[Si:22](Cl)([C:25]([CH3:28])([CH3:27])[CH3:26])([CH3:24])[CH3:23]>CN(C=O)C>[Si:22]([O:1][C:2]1[CH:11]=[CH:10][C:5]([C:6]([O:8][CH3:9])=[O:7])=[CH:4][C:3]=1[CH:12]1[CH2:16][CH2:15][CH2:14][CH2:13]1)([C:25]([CH3:28])([CH3:27])[CH3:26])([CH3:24])[CH3:23]. Reported procedure: A 100 mL 3-necked flask equipped with a magnetic stirrer and a nitrogen inlet was charged with 1.79 g of methyl 4-hydroxy-3-cyclopentylbenzoate, 1.22 g of imidazole (Aldrich), 30 mL of anhydrous DMF, and 1.47 g of tert-butyldimethylsilyl chloride (Aldrich). The solution was stirred at RT under nitrogen for 24 h and then concentrated in vacuo to give a thick oil. This material was subjected to flash chromatography on silica gel (95:5 hexane:EtOAc) to afford 2.43 g (89%) of methyl 4-((tert-butyldi... Starting materials: CCOC(C)=O, OCC1CCC1, [Cu]I, COc1ccc(Cn2nc(I)c3cc([N+](=O)[O-])cnc32)cc1, c1cnc2c(c1)ccc1cccnc12. Product: COc1ccc(Cn2nc(OCC3CCC3)c3cc([N+](=O)[O-])cnc32)cc1. RXN SMILES: [CH3:43][CH2:44][O:45][C:46]([CH3:47])=[O:48].[CH:23]1([CH2:27][OH:28])[CH2:24][CH2:25][CH2:26]1.[Cu:49][I:50].[I:1][c:2]1[n:3][n:4]([CH2:14][c:15]2[cH:16][cH:17][c:18]([O:21][CH3:22])[cH:19][cH:20]2)[c:5]2[n:6][cH:7][c:8]([N+:11](=[O:12])[O-:13])[cH:9][c:10]12.[cH:29]1[cH:30][c:31]2[cH:32][cH:33][c:34]3[c:35]([c:36]2[n:37][cH:38]1)[n:39][cH:40][cH:41][cH:42]3>>[c:2]1([O:28][CH2:27][CH:23]2[CH2:24][CH2:25][CH2:26]2)[n:3][n:4]([CH2:14][c:15]2[cH:16][cH:17][c:18]([O:21][CH3:22])[cH:19][cH:20]2)[c:5]2[n:6][cH:7][c:8]([N+:11](=[O:12])[O-:13])[cH:9][c:10]12. The yield is 60.3%. Reagents/catalysts: [O-2].[O-2].[Mn+4] (Manganese dioxide). Solvent: O1CCCC1 (tetrahydrofuran). The product is O1C=C(C=C1)C(=O)C1=CC=2C(=CN=CC2)N1 (3-furyl(1H-pyrrolo[2,3-c]pyridin-2-yl)methanone). Conditions: time 8 hour. As a reaction SMILES: [O:1]1[CH:5]=[CH:4][C:3]([CH:6]([C:8]2[NH:16][C:11]3=[CH:12][N:13]=[CH:14][CH:15]=[C:10]3[CH:9]=2)[OH:7])=[CH:2]1>O1CCCC1.[O-2].[O-2].[Mn+4]>[O:1]1[CH:5]=[CH:4][C:3]([C:6]([C:8]2[NH:16][C:11]3=[CH:12][N:13]=[CH:14][CH:15]=[C:10]3[CH:9]=2)=[O:7])=[CH:2]1 |f:2.3.4|. The reactants are O1C=C(C=C1)C(O)C1=CC=2C(=CN=CC2)N1 (3-Furyl(1H-pyrrolo[2,3-c]pyridin-2-yl)methanol). Procedure details: 3-Furyl(1H-pyrrolo[2,3-c]pyridin-2-yl)methanol (130 mg, 0.61 mmol) was dissolved in tetrahydrofuran (8 mL). Manganese dioxide (530 mg, 6.10=mmol) was added and the reaction mixture was stirred at room temperature for 8 h. The reaction mixture was filtered through diatomaceous earth and the filter cake was washed thoroughly with ethyl acetate. The organic filtrate was concentrated to a tan solid. Drying under vacuum at 40° C. produced 3-furyl(1H-pyrrolo[2,3-c]pyridin-2-yl)methanone (78 mg, 60%): ... The reactants are Grignard reagent, CN(CCC(=O)C1CC1)C (cyclopropyl 2-dimethylaminoethyl ketone), BrC=1C=C(C=CC1)C(F)(F)F (3-bromobenzotrifluoride), [Mg] (magnesium). Solvent: CCOCC (ether), CCOCC (ether). The product is C1(CC1)C(CCN(C)C)(O)C1=CC(=CC=C1)C(F)(F)F (1-Cyclopropyl-3-dimethylamino-1-(3-trifluoromethylphenyl)-1-propanol). As a reaction SMILES: Br[C:2]1[CH:3]=[C:4]([C:8]([F:11])([F:10])[F:9])[CH:5]=[CH:6][CH:7]=1.[Mg].[CH3:13][N:14]([CH3:22])[CH2:15][CH2:16][C:17]([CH:19]1[CH2:21][CH2:20]1)=[O:18]>CCOCC>[CH:19]1([C:17]([C:2]2[CH:7]=[CH:6][CH:5]=[C:4]([C:8]([F:11])([F:10])[F:9])[CH:3]=2)([OH:18])[CH2:16][CH2:15][N:14]([CH3:22])[CH3:13])[CH2:21][CH2:20]1. Reported procedure: The Grignard reagent prepared from 64 g. (0.28 mole) of 3-bromobenzotrifluoride and 7 g. (0.28 mole) of magnesium in ether was cooled to -30° C., and 20 g. (0.14 mole) of cyclopropyl 2-dimethylaminoethyl ketone in 100 ml. of ether was added dropwise to the stirred mixture at a rate sufficient to maintain a temperature below -20° C. The mixture was allowed to warm to room temperature and then worked up as described in Preparation I. Distillation of the crude product gave 10 g. of oil which distil... The reactants are NC1=C2N=C(N(C2=NC=N1)CCC1CCN(CC1)C(=O)OC(C)(C)C)SC1=CC2=C(OCO2)C=C1Br (tert-Butyl 4-(2-{6-amino-8-[(6-bromo-1,3-benzodioxol-5-yl)thio]-9H-purin-9-yl}ethyl)piperidine-1-carboxylate), FC(C(=O)O)(F)F (trifluoroacetic acid). The solvent is C(Cl)Cl (DCM). Conditions: time 8.5 hour. Yields the product BrC=1C(=CC2=C(OCO2)C1)SC=1N(C2=NC=NC(=C2N1)N)CCC1CCNCC1 (8-[(6-bromo-1,3-benzodioxol-5-yl)thio]-9-(2-piperidin-4-ylethyl)-9H-purin-6-amine), FC(C(=O)[O-])(F)F (trifluoroacetate). As a reaction SMILES: [NH2:1][C:2]1[N:10]=[CH:9][N:8]=[C:7]2[C:3]=1[N:4]=[C:5]([S:26][C:27]1[C:35]([Br:36])=[CH:34][C:30]3[O:31][CH2:32][O:33][C:29]=3[CH:28]=1)[N:6]2[CH2:11][CH2:12][CH:13]1[CH2:18][CH2:17][N:16](C(OC(C)(C)C)=O)[CH2:15][CH2:14]1.[F:37][C:38]([F:43])([F:42])[C:39]([OH:41])=[O:40]>C(Cl)Cl>[Br:36][C:35]1[C:27]([S:26][C:5]2[N:6]([CH2:11][CH2:12][CH:13]3[CH2:14][CH2:15][NH:16][CH2:17][CH2:18]3)[C:7]3[C:3]([N:4]=2)=[C:2]([NH2:1])[N:10]=[CH:9][N:8]=3)=[CH:28][C:29]2[O:33][CH2:32][O:31][C:30]=2[CH:34]=1.[F:37][C:38]([F:43])([F:42])[C:39]([O-:41])=[O:40]. Procedure: To a solution of tert-Butyl 4-(2-{6-amino-8-[(6-bromo-1,3-benzodioxol-5-yl)thio]-9H-purin-9-yl}ethyl)piperidine-1-carboxylate (0.030 g) in DCM (10 mL) was added trifluoroacetic acid (5 mL) at room temperature and stirring was continued at rt for 1-16 h. The solvent and the excess trifluoroacetic acid was evaporated to dryness. The oily residue was co-evaporated with toluene (3×5 mL) to afford title product as a trifluoroacetate salt. 1H NMR (DMSO-d6) δ 8.21 (s, 1H), 7.40 (s, 1H), 6.85 (s, 1H), 6...